This data is from the Open Reaction Database (ORD), a public repository of structured organic reaction records. The task is: describe an organic reaction: reactants, conditions, products, and yield The reactants are O=C(CC(=O)OCC)CC1=CC=CC=C1 (ethyl 3-oxo-4-phenylbutanoate), N(N)C1=NC=CC=C1 (2-hydrazinopyridine). The solvent is C(C)O (ethanol), C(C)O (ethanol). Conditions: time 30 minute. The product is C(C1=CC=CC=C1)C1=NN(C(=C1)O)C1=NC=CC=C1 (3-benzyl-1-(pyridin-2-yl)-1H-pyrazol-5-ol). Yield: 30.8%. Reaction SMILES: O=[C:2]([CH2:9][C:10]1[CH:15]=[CH:14][CH:13]=[CH:12][CH:11]=1)[CH2:3][C:4]([O:6]CC)=O.[NH:16]([C:18]1[CH:23]=[CH:22][CH:21]=[CH:20][N:19]=1)[NH2:17]>C(O)C>[CH2:9]([C:2]1[CH:3]=[C:4]([OH:6])[N:16]([C:18]2[CH:23]=[CH:22][CH:21]=[CH:20][N:19]=2)[N:17]=1)[C:10]1[CH:11]=[CH:12][CH:13]=[CH:14][CH:15]=1. Reported procedure: Compound 2a (1.03 g, 5.0 mmol) prepared in Step 1 of Example A-1 was charged in a 25 mL round-bottom flask and dissolved in 6 mL of ethanol. A solution of 2-hydrazinopyridine (0.55 g, 5.0 mmol, manufactured by Aldrich) in 5 mL of ethanol at 50° C. was gradually added thereto over 30 minutes, followed by reaction for 1 hour. After completion of the reaction was confirmed by TLC, the reaction solution was concentrated by evaporation, extracted with ethyl acetate, washed with saturated brine, dried... Starting materials: BrC(Br)(Br)Br, CC1(C)CN(C2CC2)Cc2ccc(C=O)cc21, ClCCl, c1ccc(P(c2ccccc2)c2ccccc2)cc1. The product is CC1(C)CN(C2CC2)Cc2ccc(C=C(Br)Br)cc21. RXN SMILES: [C:20]([Br:21])([Br:22])([Br:23])[Br:24].[CH:25]1([N:28]2[CH2:29][c:30]3[cH:31][cH:32][c:33]([CH:40]=[O:41])[cH:34][c:35]3[C:36]([CH3:38])([CH3:39])[CH2:37]2)[CH2:26][CH2:27]1.[Cl:42][CH2:43][Cl:44].[c:1]1([P:2]([c:3]2[cH:4][cH:5][cH:6][cH:7][cH:8]2)[c:9]2[cH:10][cH:11][cH:12][cH:13][cH:14]2)[cH:15][cH:16][cH:17][cH:18][cH:19]1>>[C:20]([Br:21])([Br:24])=[CH:40][c:33]1[cH:32][cH:31][c:30]2[c:35]([cH:34]1)[C:36]([CH3:38])([CH3:39])[CH2:37][N:28]([CH:25]1[CH2:26][CH2:27]1)[CH2:29]2.